This data is from the Open Reaction Database (ORD), a public repository of structured organic reaction records. The task is: describe an organic reaction: reactants, conditions, products, and yield The reactants are C1=CC=CC=2C(C3=C(C=CC21)C=CC=C3)C=3C(NC(N(C3)CC=3C=C(C(=O)OC)C=CC3)=O)=S (3-[[5-{5H-Dibenzo[a,d]cyclohepten-5-yl}-3,4-dihydro-2-oxo-4-thioxo-1(2H)-pyrimidinyl]methyl]benzoic acid, methyl ester), C([O-])(O)=O.[Na+] (sodium bicarbonate), CI (methyl iodide). Solvent: O (water), CO (methanol). Run at temperature 40 celsius. Product: C1=CC=CC=2C(C3=C(C=CC21)C=CC=C3)C=3C(=NC(N(C3)CC=3C=C(C(=O)OC)C=CC3)=O)SC (3-[[5-{5H-Dibenzo[a,d]cyclohepten-5-yl}-4-methylthio-2-oxo-1(2H)-pyrimidinyl]methyl]benzoic acid, methyl ester). As a reaction SMILES: [CH:1]1[C:11]2[CH:10]=[CH:9][C:8]3[CH:12]=[CH:13][CH:14]=[CH:15][C:7]=3[CH:6]([C:16]3[C:17](=[S:34])[NH:18][C:19](=[O:33])[N:20]([CH2:22][C:23]4[CH:24]=[C:25]([CH:30]=[CH:31][CH:32]=4)[C:26]([O:28][CH3:29])=[O:27])[CH:21]=3)[C:5]=2[CH:4]=[CH:3][CH:2]=1.[C:35](=O)(O)[O-].[Na+].CI>O.CO>[CH:12]1[C:8]2[CH:9]=[CH:10][C:11]3[CH:1]=[CH:2][CH:3]=[CH:4][C:5]=3[CH:6]([C:16]3[C:17]([S:34][CH3:35])=[N:18][C:19](=[O:33])[N:20]([CH2:22][C:23]4[CH:24]=[C:25]([CH:30]=[CH:31][CH:32]=4)[C:26]([O:28][CH3:29])=[O:27])[CH:21]=3)[C:7]=2[CH:15]=[CH:14][CH:13]=1 |f:1.2|. Reported procedure: A mixture of the product from example 2 step (iv) (1 g), sodium bicarbonate (0.22 g) and methyl iodide (0.7 ml) in water (4 ml) and methanol (30 ml) was heated at 40° C. for 4 hours. The mixture was concentrated under reduced pressure and partitioned between ethyl acetate and water. The organic phase was dried (MgSO4) and evaporated. Used directly in the next step. The reactants are CC(OC(=O)Oc1ccc([N+](=O)[O-])cc1)C(F)(F)F, NC1CCN(Cc2ccccc2)C1, ClC(Cl)Cl. Product: CC(OC(=O)NC1CCN(Cc2ccccc2)C1)C(F)(F)F. As a reaction SMILES: [C:1]([O:2][c:4]1[cH:5][cH:6][c:7]([N+:8]([O-:9])=[O:10])[cH:11][cH:19]1)(=[O:3])[O:12][CH:13]([C:14]([F:15])([F:16])[F:17])[CH3:18].[CH2:20]([c:21]1[cH:22][cH:23][cH:24][cH:25][cH:26]1)[N:27]1[CH2:28][CH:29]([NH2:32])[CH2:30][CH2:31]1.[Cl:33][CH:34]([Cl:35])[Cl:36]>>[C:1](=[O:2])([O:12][CH:13]([C:14]([F:15])([F:16])[F:17])[CH3:18])[NH:32][CH:29]1[CH2:28][N:27]([CH2:20][c:21]2[cH:22][cH:23][cH:24][cH:25][cH:26]2)[CH2:31][CH2:30]1. Starting materials: C1(=C(C(=CC=C1)C)C)NC=1C(C(=O)[O-])=CC=CC1.[Na+] (sodium N-(2,3-xylyl)anthranilate), ClCC1=NC=CC=C1 (2-chloromethyl pyridine). Solvent: CN(C=O)C (dimethyl formamide). The product is N1=C(C=CC=C1)COC(C=1C(NC2=C(C(=CC=C2)C)C)=CC=CC1)=O (2-pyridylmethyl-N-(2,3-xylyl)anthranilate). RXN SMILES: [C:1]1([NH:9][C:10]2[C:11](=[CH:15][CH:16]=[CH:17][CH:18]=2)[C:12]([O-:14])=[O:13])[CH:6]=[CH:5][CH:4]=[C:3]([CH3:7])[C:2]=1[CH3:8].[Na+].Cl[CH2:21][C:22]1[CH:27]=[CH:26][CH:25]=[CH:24][N:23]=1>CN(C)C=O>[N:23]1[CH:24]=[CH:25][CH:26]=[CH:27][C:22]=1[CH2:21][O:13][C:12](=[O:14])[C:11]1[C:10](=[CH:18][CH:17]=[CH:16][CH:15]=1)[NH:9][C:1]1[CH:6]=[CH:5][CH:4]=[C:3]([CH3:7])[C:2]=1[CH3:8] |f:0.1|. Reported procedure: A 2.36 g amount of sodium N-(2,3-xylyl)anthranilate was dissolved in 20 ml of dimethyl formamide and 1.25 g of 2-chloromethyl pyridine was then added thereto. The mixture was allowed to react at a temperature of 90° C. for 3 hours. After the reaction, the solvent was distilled off in vacuo and the residue was charged with water. The mixture was then extracted with ether. After dehydration, the ether was distilled off and the resultant residue was recrystallized from methanol. Thus, 3.00 g of the... Reactants: Cl.NCC=1SC(=C(N1)C1=CC=C(C=C1)OC)C1=CC=C(C=C1)OC (2-Aminomethyl-4,5-bis(4-methoxyphenyl)thiazole hydrochloride), C(O)([O-])=O.[Na+] (sodium hydrogencarbonate), NCC=1SC(=C(N1)C1=CC=C(C=C1)OC)C1=CC=C(C=C1)OC (2-aminomethyl-4,5-bis(4-methoxyphenyl)thiazole). Run in ClCCl (dichloromethane). Reaction conditions: time 90 minute. Product: COC1=CC=C(C=C1)C=1N=C(SC1C1=CC=C(C=C1)OC)CNC(=O)NC(C)C (4,5-bis(4-methoxyphenyl)-2-(3-isopropylureidomethyl)thiazole). Reaction SMILES: Cl.[NH2:2][CH2:3][C:4]1[S:5][C:6]([C:17]2[CH:22]=[CH:21][C:20]([O:23][CH3:24])=[CH:19][CH:18]=2)=[C:7]([C:9]2[CH:14]=[CH:13][C:12]([O:15][CH3:16])=[CH:11][CH:10]=2)[N:8]=1.[C:25](=[O:28])([O-])O.[Na+].NCC1S[C:34](C2C=CC(OC)=CC=2)=[C:35]([C:37]2C=CC(OC)=CC=2)[N:36]=1>ClCCl>[CH3:16][O:15][C:12]1[CH:11]=[CH:10][C:9]([C:7]2[N:8]=[C:4]([CH2:3][NH:2][C:25]([NH:36][CH:35]([CH3:37])[CH3:34])=[O:28])[S:5][C:6]=2[C:17]2[CH:18]=[CH:19][C:20]([O:23][CH3:24])=[CH:21][CH:22]=2)=[CH:14][CH:13]=1 |f:0.1,2.3|. Reported procedure: 2-Aminomethyl-4,5-bis(4-methoxyphenyl)thiazole hydrochloride (1.00 g) was added to a mixture of dichloromethane and saturated aqueous sodium hydrogencarbonate, and 2-aminomethyl-4,5-bis(4-methoxyphenyl)thiazole was extracted with dichloromethane. The separated organic layer was washed with water and brine, and dried over magnesium sulfate. After filtration, the filtrate was evaporated in vacuo and the resulting residue was dissolved with tetrahydrofuran (20 ml) and methanol (7 ml). N-Isopropyl i... The reactants are B(Br)(Br)Br (boron tribromide), NC1=NC=C(N=C1)C1=CC(=CC=C1)OC (2-amino-5-(3-methoxyphenyl)pyrazine), [OH-].[Na+] (sodium hydroxide). The solvent is C(Cl)Cl (methylene chloride). Reaction conditions: time 14 hour. Product: NC1=NC=C(N=C1)C1=CC(=CC=C1)O (2-amino-5-(3-hydroxyphenyl)pyrazine). Isolated yield 17.9%. As a reaction SMILES: [NH2:1][C:2]1[CH:7]=[N:6][C:5]([C:8]2[CH:13]=[CH:12][CH:11]=[C:10]([O:14]C)[CH:9]=2)=[CH:4][N:3]=1.B(Br)(Br)Br.[OH-].[Na+]>C(Cl)Cl>[NH2:1][C:2]1[CH:7]=[N:6][C:5]([C:8]2[CH:13]=[CH:12][CH:11]=[C:10]([OH:14])[CH:9]=2)=[CH:4][N:3]=1 |f:2.3|. Procedure: 2-amino-5-(3-methoxyphenyl)pyrazine (566 mg) was dissolved in methylene chloride (10 mL). To this mixture was added under ice-cooling boron tribromide (530 μL) and the whole was stirred at room temperature for 14 hours. To the reaction mixture was added 1N aqueous sodium hydroxide. The whole was extracted with ethyl acetate (30 mL×2). The organic layer was washed with saturated saline solution and then dried over anhydrous Na2SO4. The concentration of the solvent provides the subject compound (9... Reaction SMILES: [CH3:33][C:34]#[N:35].[Cl:1][c:2]1[c:3]([N+:21](=[O:22])[O-:23])[cH:4][n:5][c:6]2[cH:7][c:8](-[c:14]3[c:15]([CH3:20])[n:16][o:17][c:18]3[CH3:19])[c:9]([O:12][CH3:13])[cH:10][c:11]12.[n:24]1[c:25]([CH:30]([CH3:31])[NH2:32])[cH:26][cH:27][cH:28][cH:29]1>>[c:2]1([NH:32][CH:30]([c:25]2[n:24][cH:29][cH:28][cH:27][cH:26]2)[CH3:31])[c:3]([N+:21](=[O:22])[O-:23])[cH:4][n:5][c:6]2[cH:7][c:8](-[c:14]3[c:15]([CH3:20])[n:16][o:17][c:18]3[CH3:19])[c:9]([O:12][CH3:13])[cH:10][c:11]12. Product: COc1cc2c(NC(C)c3ccccn3)c([N+](=O)[O-])cnc2cc1-c1c(C)noc1C. The reactants are CC#N, COc1cc2c(Cl)c([N+](=O)[O-])cnc2cc1-c1c(C)noc1C, CC(N)c1ccccn1. The reactants are CCOC(C)=O, CN1CCC(Nc2ncc([N+](=O)[O-])cn2)CC1, CO. The product is CN1CCC(Nc2ncc(N)cn2)CC1. Reaction SMILES: [CH3:18][CH2:19][O:20][C:21]([CH3:22])=[O:23].[CH3:1][N:2]1[CH2:3][CH2:4][CH:5]([NH:8][c:9]2[n:10][cH:11][c:12]([N+:15]([O-:16])=[O:17])[cH:13][n:14]2)[CH2:6][CH2:7]1.[CH3:24][OH:25]>>[CH3:1][N:2]1[CH2:3][CH2:4][CH:5]([NH:8][c:9]2[n:10][cH:11][c:12]([NH2:15])[cH:13][n:14]2)[CH2:6][CH2:7]1. Starting materials: O=C(O)Cc1ccc2ncc(Br)cc2c1F, CO, NN, O. Yields the product NNC(=O)Cc1ccc2ncc(Br)cc2c1F. As a reaction SMILES: [Br:1][c:2]1[cH:3][n:4][c:5]2[cH:6][cH:7][c:8]([CH2:13][C:14](=[O:15])[OH:16])[c:9]([F:12])[c:10]2[cH:11]1.[CH3:20][OH:21].[NH2:18][NH2:19].[OH2:17]>>[Br:1][c:2]1[cH:3][n:4][c:5]2[cH:6][cH:7][c:8]([CH2:13][C:14](=[O:16])[NH:18][NH2:19])[c:9]([F:12])[c:10]2[cH:11]1. Reactants: O1C(COC2=C1C=CC=C2)CN2CCNCC2 (1-(2,3-Dihydro-1,4-benzodioxin-2-ylmethyl)piperazine), ClC1=NC=CN=C1Cl (2,3-dichloropyrazine), C(C)(C)N(CC)C(C)C (diisopropylethylamine). Solvent: CN(C=O)C (dimethylformamide). Run at temperature 75 celsius. Yields the product ClC1=NC=CN=C1N1CCN(CC1)CC1COC2=C(O1)C=CC=C2 (2-Chloro-3-[4-(2,3-dihydro-1,4-benzodioxin-2-ylmethyl)-1-piperazinyl]pyrazine). The yield is 60.6%. RXN SMILES: [O:1]1[C:6]2[CH:7]=[CH:8][CH:9]=[CH:10][C:5]=2[O:4][CH2:3][CH:2]1[CH2:11][N:12]1[CH2:17][CH2:16][NH:15][CH2:14][CH2:13]1.[Cl:18][C:19]1[C:24](Cl)=[N:23][CH:22]=[CH:21][N:20]=1.C(N(C(C)C)CC)(C)C>CN(C)C=O>[Cl:18][C:19]1[C:24]([N:15]2[CH2:14][CH2:13][N:12]([CH2:11][CH:2]3[O:1][C:6]4[CH:7]=[CH:8][CH:9]=[CH:10][C:5]=4[O:4][CH2:3]3)[CH2:17][CH2:16]2)=[N:23][CH:22]=[CH:21][N:20]=1. Procedure details: 1-(2,3-Dihydro-1,4-benzodioxin-2-ylmethyl)piperazine (2.35 g, 10 mmole), 2,3-dichloropyrazine (1.5 g, 10 mmole) and diisopropylethylamine (1.3 g, 10 mmole) were combined in 100 ml of dimethylformamide and heated at 75° C. under N2 for 24 hours. The solvent was removed in vacuum and the residue was filtered through 75 g of silica gel using choroform as the eluent. The relevant fractions were combined, the solvent evaporated and the residue crystallized from isopropanol with addition of 4N isoprop...